Task: describe an organic reaction: reactants, conditions, products, and yield. Dataset: the Open Reaction Database (ORD), a public repository of structured organic reaction records Starting materials: ClCC=O (chloroacetaldehyde), NC1=NC=C(C=C1)I (2-amino-5-iodo-pyridine). The solvent is C(C)O (ethanol). The product is IC=1C=CC=2N(C1)C=CN2 (6-Iodo-imidazo[1,2-a]pyridine). Reaction SMILES: Cl[CH2:2][CH:3]=O.[NH2:5][C:6]1[CH:11]=[CH:10][C:9]([I:12])=[CH:8][N:7]=1>C(O)C>[I:12][C:9]1[CH:10]=[CH:11][C:6]2[N:7]([CH:2]=[CH:3][N:5]=2)[CH:8]=1. Procedure: To a solution of 50% aq. chloroacetaldehyde (1.5 eq, 125 mmol, 16 ml) in ethanol (625 ml) is added 2-amino-5-iodo-pyridine (1 eq, 113 mmol, 25 g) at room temperature. The reaction mixture is heated at reflux for 18 hours. The solvent is removed in vacuo and the crude product is dissolved in water (400 ml). The aqueous solution is treated with sodium bicarbonate to pH=8 and extracted with DCM (3×250 ml). The organic portion is dried (MgSO4) and evaporated to give a beige solid of the title compou...